describe an organic reaction: reactants, conditions, products, and yield From a dataset of the Open Reaction Database (ORD), a public repository of structured organic reaction records. Reaction SMILES: [Si]([O:8][CH2:9][C@@H:10]1[CH2:14][C@@H:13]([N:15]2[C:19]3[N:20]=[CH:21][N:22]=[C:23]([NH:24][C@@H:25]4[C:33]5[C:28](=[CH:29][CH:30]=[CH:31][CH:32]=5)[CH2:27][CH2:26]4)[C:18]=3[CH:17]=[CH:16]2)[CH:12]=[CH:11]1)(C(C)(C)C)(C)C.F.N1C=CC=CC=1>N1C=CC=CC=1.C1COCC1>[C@@H:25]1([NH:24][C:23]2[C:18]3[CH:17]=[CH:16][N:15]([C@@H:13]4[CH2:14][C@@H:10]([CH2:9][OH:8])[CH:11]=[CH:12]4)[C:19]=3[N:20]=[CH:21][N:22]=2)[C:33]2[C:28](=[CH:29][CH:30]=[CH:31][CH:32]=2)[CH2:27][CH2:26]1 |f:1.2|. Reaction conditions: time 8 hour. The solvent is N1=CC=CC=C1 (pyridine), C1CCOC1 (THF). The yield is 57.9%. Product: [C@@H]1(CCC2=CC=CC=C12)NC=1C2=C(N=CN1)N(C=C2)[C@H]2C=C[C@@H](C2)CO (((1R,4R)-4-{4-[(1S)-2,3-Dihydro-1H-inden-1-ylamino]-7H-pyrrolo[2,3-d]-pyrimidin-7-yl}cyclopent-2-en-1-yl)methanol). Starting materials: [Si](C)(C)(C(C)(C)C)OC[C@H]1C=C[C@@H](C1)N1C=CC2=C1N=CN=C2N[C@H]2CCC1=CC=CC=C21 (7-[(1R,4R)-4-({[tert-butyl(dimethyl)silyl]oxy}-methyl)cyclopent-2-en-1-yl]-N-[(1S)-2,3-dihydro-1H-inden-1-yl]-7H-pyrrolo[2,3-d]pyrimidin-4-amine), F.N1=CC=CC=C1 (pyridine hydrofluoride). Reported procedure: To a solution of 7-[(1R,4R)-4-({[tert-butyl(dimethyl)silyl]oxy}-methyl)cyclopent-2-en-1-yl]-N-[(1S)-2,3-dihydro-1H-inden-1-yl]-7H-pyrrolo[2,3-d]pyrimidin-4-amine (81.9 mg, 0.178 mmol) in pyridine (0.800 mL) and THF (0.800 mL) at 0° C. under an atmosphere of nitrogen was added dropwise pyridine hydrofluoride (0.0500 mL, 0.555 mol). The solution was warmed to rt and stirred overnight. The reaction was quenched with saturated aqueous sodium bicarbonate solution and diluted with EtOAc. The layers we... Starting materials: C(C)OC([C@H](CC1=CC=C(C=C1)OCCBr)OC)=O ((2S)-3-[4-(2-bromo-ethoxy)-phenyl]-2-methoxy-propionic acid ethyl ester), OC1=C(C#N)C=CC=C1 (2-hydroxy-benzonitrile), CO[C@H](C(=O)O)CC1=CC=C(C=C1)OCCCOC1=CC=CC=C1 ((2S)-2-methoxy-3-[4-(3-phenoxy-propoxy)-phenyl]-propionic acid). The product is C(#N)C1=C(OCCOC2=CC=C(C=C2)C[C@@H](C(=O)O)OC)C=CC=C1 ((2S)-3-{4-[2-(2-cyano-phenoxy)-ethoxy]-phenyl}-2-methoxy-propionic acid). RXN SMILES: C([O:3][C:4](=[O:19])[C@@H:5]([O:17][CH3:18])[CH2:6][C:7]1[CH:12]=[CH:11][C:10]([O:13][CH2:14][CH2:15]Br)=[CH:9][CH:8]=1)C.[OH:20][C:21]1[CH:28]=[CH:27][CH:26]=[CH:25][C:22]=1[C:23]#[N:24].CO[C@@H](CC1C=CC(OCCCOC2C=CC=CC=2)=CC=1)C(O)=O>>[C:23]([C:22]1[CH:25]=[CH:26][CH:27]=[CH:28][C:21]=1[O:20][CH2:15][CH2:14][O:13][C:10]1[CH:9]=[CH:8][C:7]([CH2:6][C@H:5]([O:17][CH3:18])[C:4]([OH:3])=[O:19])=[CH:12][CH:11]=1)#[N:24]. Procedure details: The title compound was prepared from (2S)-3-[4-(2-bromo-ethoxy)-phenyl]-2-methoxy-propionic acid ethyl ester (Example 283, Step 2) and 2-hydroxy-benzonitrile via the same procedure used for the preparation of (2S)-2-methoxy-3-[4-(3-phenoxy-propoxy)-phenyl]-propionic acid (Example 285, Step 1), to produce a colorless oil. Starting materials: O[C@@H](C(=O)N)C ((2R)-2-hydroxypropanamide), F[B-](F)(F)F.C(C)[O+](CC)CC (triethyloxonium tetrafluoroborate), FC(CN[C@@H]1CC[C@H](CC1)NC1=C2C(=NC=C1N)C=CS2)(F)F (N7-{trans-4-[(2,2,2-trifluoroethyl)amino]cyclohexyl}thieno[3,2-b]pyridine-6,7-diamine). Solvent: O1CCCC1 (tetrahydrofuran), C(C)O (ethanol). Conditions: time 15 minute. The product is FC(CN[C@@H]1CC[C@H](CC1)N1C(=NC=2C1=C1C(=NC2)C=CS1)[C@@H](C)O)(F)F ((1R)-1-(1-{trans-4-[(2,2,2-Trifluoroethyl)amino]cyclohexyl}-1H-imidazo[4,5-d]thieno[3,2-b]pyridin-2-yl)ethanol). Isolated yield 10.3%. Reaction SMILES: [OH:1][C@H:2]([CH3:6])[C:3](N)=O.F[B-](F)(F)F.C([O+](CC)CC)C.[F:19][C:20]([F:41])([F:40])[CH2:21][NH:22][C@H:23]1[CH2:28][CH2:27][C@H:26]([NH:29][C:30]2[C:35]([NH2:36])=[CH:34][N:33]=[C:32]3[CH:37]=[CH:38][S:39][C:31]=23)[CH2:25][CH2:24]1>O1CCCC1.C(O)C>[F:41][C:20]([F:19])([F:40])[CH2:21][NH:22][C@H:23]1[CH2:24][CH2:25][C@H:26]([N:29]2[C:30]3=[C:31]4[S:39][CH:38]=[CH:37][C:32]4=[N:33][CH:34]=[C:35]3[N:36]=[C:3]2[C@H:2]([OH:1])[CH3:6])[CH2:27][CH2:28]1 |f:1.2|. Reported procedure: A mixture of (2R)-2-hydroxypropanamide (21 mg, 0.24 mmol) and triethyloxonium tetrafluoroborate (45 mg, 0.24 mmol) in tetrahydrofuran (0.3 mL) became a solution after stirring for 15 min. After another 45 min, this solution was added to a mixture of N7-{trans-4-[(2,2,2-trifluoroethyl)amino]cyclohexyl}thieno[3,2-b]pyridine-6,7-diamine (27 mg, 0.078 mmol) in ethanol (0.62 mL) and heated at reflux for 2 h. The resulting mixture was purified on RP-HPLC (XBridge C18 column, eluting with a gradient of... Product: ClC1=C(C(=O)Cl)C=C(C(=C1I)Cl)F (2,4-Dichloro-5-fluoro-3-iodo-benzoyl chloride). Reaction SMILES: [Cl:1][C:2]1[C:10]([I:11])=[C:9]([Cl:12])[C:8]([F:13])=[CH:7][C:3]=1[C:4](O)=[O:5].S(Cl)([Cl:16])=O>>[Cl:1][C:2]1[C:10]([I:11])=[C:9]([Cl:12])[C:8]([F:13])=[CH:7][C:3]=1[C:4]([Cl:16])=[O:5]. Procedure details: 10.0 g of 2,4-dichloro-5-fluoro-3-iodo-benzoic acid and 9.5 ml of thionyl chloride are boiled until gas is no longer produced. The remaining thionyl chloride is then stripped off in vacuo. 10.2 g of crude acyl chloride, which can be employed without further purification, remain. Reactants: ClC1=C(C(=O)O)C=C(C(=C1I)Cl)F (2,4-dichloro-5-fluoro-3-iodo-benzoic acid), S(=O)(Cl)Cl (thionyl chloride), S(=O)(Cl)Cl (thionyl chloride). Starting materials: NC1=NC2=C(C(=NC1)C1=C(C=CC=C1F)F)C=C(C=C2)Cl (2-amino-7-chloro-5-(2,6-difluorophenyl)-3H-1,4-benzodiazepine), C(C#C)(=O)OC (methyl propiolate). The solvent is CO (methanol). Yields the product ClC=1C=CC2=C(C(=NCC=3N2C=CC(N3)=O)C3=C(C=CC=C3F)F)C1 (9-chloro-7-(2,6-difluorophenyl)pyrimido[1,2-a][1,4]benzodiazepin-3(5H)-one). As a reaction SMILES: [NH2:1][C:2]1[CH2:8][N:7]=[C:6]([C:9]2[C:14]([F:15])=[CH:13][CH:12]=[CH:11][C:10]=2[F:16])[C:5]2[CH:17]=[C:18]([Cl:21])[CH:19]=[CH:20][C:4]=2[N:3]=1.[C:22](OC)(=[O:25])[C:23]#[CH:24]>CO>[Cl:21][C:18]1[CH:19]=[CH:20][C:4]2[N:3]3[CH:24]=[CH:23][C:22](=[O:25])[N:1]=[C:2]3[CH2:8][N:7]=[C:6]([C:9]3[C:14]([F:15])=[CH:13][CH:12]=[CH:11][C:10]=3[F:16])[C:5]=2[CH:17]=1. Procedure: In the manner given in Example 2, 2-amino-7-chloro-5-(2,6-difluorophenyl)-3H-1,4-benzodiazepine, methyl propiolate and methanol were refluxed. The mixture was chromatographed to give 9-chloro-7-(2,6-difluorophenyl)pyrimido[1,2-a][1,4]benzodiazepin-3(5H)-one. Procedure details: Under a nitrogen atmosphere, allyl 3-(ethyloxycarbonyl)-7-(R,S)-(t-butoxycarbonylamino)-8-oxo-1,5-diazabicyclo[3.3.0]octa-2-ene-2-carboxylate (120 mg, 0.304 mmol) was combined with 3N hydrochloric acid in glacial acetic acid (5 ml) and the solution was stirred for 5 minutes then concentrated in vacuo. The resultant oil was dried in vacuo for 1.6 hours to yield allyl 3-(ethylcarbonyl)-7-(R,S)-amino-8-oxo-1,5-diazabicyclo[3.3.0]octa-2-ene-2-carboxylate hydrochloride. Product: Cl.C(C)C(=O)C1=C(N2C(C(CN2C1)N)=O)C(=O)OCC=C (allyl 3-(ethylcarbonyl)-7-(R,S)-amino-8-oxo-1,5-diazabicyclo[3.3.0]octa-2-ene-2-carboxylate hydrochloride). As a reaction SMILES: C(O[C:4]([C:6]1[CH2:13][N:12]2[N:8]([C:9](=[O:22])[CH:10]([NH:14]C(OC(C)(C)C)=O)[CH2:11]2)[C:7]=1[C:23]([O:25][CH2:26][CH:27]=[CH2:28])=[O:24])=[O:5])C.[ClH:29].[C:30](O)(=O)[CH3:31]>>[ClH:29].[CH2:30]([C:4]([C:6]1[CH2:13][N:12]2[N:8]([C:9](=[O:22])[CH:10]([NH2:14])[CH2:11]2)[C:7]=1[C:23]([O:25][CH2:26][CH:27]=[CH2:28])=[O:24])=[O:5])[CH3:31] |f:3.4|. Reactants: C(C)OC(=O)C1=C(N2C(C(CN2C1)NC(=O)OC(C)(C)C)=O)C(=O)OCC=C (allyl 3-(ethyloxycarbonyl)-7-(R,S)-(t-butoxycarbonylamino)-8-oxo-1,5-diazabicyclo[3.3.0]octa-2-ene-2-carboxylate), Cl (hydrochloric acid), C(C)(=O)O (acetic acid). Conditions: time 5 minute.